Dataset: the Open Reaction Database (ORD), a public repository of structured organic reaction records. Task: describe an organic reaction: reactants, conditions, products, and yield Starting materials: NN1C(C2=CC=CC=C2C(=N1)C1=CC=C(C=C1)Cl)=O (2-amino-4-(4-chlorophenyl)phthalazin-1(2H)-one), COC1=CC=C(C=C1)CC(=O)O (2-(4-methoxyphenyl)acetic acid). The product is ClC1=CC=C(C=C1)C1=NN(C(C2=CC=CC=C12)=O)NC(CC1=CC=C(C=C1)OC)=O (N-[4-(4-chlorophenyl)-1-oxophthalazin-2(1H)-yl]-2-(4-methoxyphenyl)acetamide). As a reaction SMILES: [NH2:1][N:2]1[N:11]=[C:10]([C:12]2[CH:17]=[CH:16][C:15]([Cl:18])=[CH:14][CH:13]=2)[C:9]2[C:4](=[CH:5][CH:6]=[CH:7][CH:8]=2)[C:3]1=[O:19].[CH3:20][O:21][C:22]1[CH:27]=[CH:26][C:25]([CH2:28][C:29](O)=[O:30])=[CH:24][CH:23]=1>>[Cl:18][C:15]1[CH:16]=[CH:17][C:12]([C:10]2[C:9]3[C:4](=[CH:5][CH:6]=[CH:7][CH:8]=3)[C:3](=[O:19])[N:2]([NH:1][C:29](=[O:30])[CH2:28][C:25]3[CH:26]=[CH:27][C:22]([O:21][CH3:20])=[CH:23][CH:24]=3)[N:11]=2)=[CH:13][CH:14]=1. Procedure details: The product of Example 86A and 2-(4-methoxyphenyl)acetic acid were treated using a method similar to that described in Example 57 to give the title compound. 1H NMR (500 MHz, DMSO-d6/Deuterium Oxide) δ ppm 8.40-8.42 (m, 1H), 7.88-8.03 (m, 2H), 7.71-7.74 (m, 1H), 7.58-7.68 (m, 4H), 7.29-7.31 (m, 2H), 6.90-6.93 (m, 2H), 3.74 (s, 3H), 3.62 (s, 2H); MS (APCI+) M/Z 420 (M+H)+. Starting materials: C(#N)C=C1C2=C(OCC3=C1C=CC=C3)C=CC=C2 (11-(cyanomethylene)-6,11-dihydro-dibenzo-[b,e]-oxepine). Run in O (water). Conditions: time 8 hour. Yields the product C(#N)CC1C2=C(OCC3=C1C=CC=C3)C=CC=C2 (11-(cyanomethyl)-6,11-dihydro-dibenzo-[b,e]-oxepine). Reaction SMILES: [C:1]([CH:3]=[C:4]1[C:10]2[CH:11]=[CH:12][CH:13]=[CH:14][C:9]=2[CH2:8][O:7][C:6]2[CH:15]=[CH:16][CH:17]=[CH:18][C:5]1=2)#[N:2]>O>[C:1]([CH2:3][CH:4]1[C:10]2[CH:11]=[CH:12][CH:13]=[CH:14][C:9]=2[CH2:8][O:7][C:6]2[CH:15]=[CH:16][CH:17]=[CH:18][C:5]1=2)#[N:2]. Procedure details: A saturated mercury II chloride solution is prepared in 150 ml. dry ether. After the addition of 12 g. aluminium fillings, one leaves the solution to stand for 3 - 5 minutes and, after shaking up twice, decants. The aluminium amalgamated in this manner is now washed several times with absolute ether and finally covered with 300 ml. ether in a stirring apparatus. Subsequently, one mixes with 12 g. 11-(cyanomethylene)-6,11-dihydro-dibenzo-[b,e]-oxepine (0.051 mol), prepared according to C, and add... The reactants are C(C(C)C)N1N=C(C=C(C1=O)COS(=O)(=O)C)C1=CC=CC=C1 (2-isobutyl-4-methanesulfonyloxymethyl-6-phenyl-2H-pyridazin-3-one), N1(CCNCC1)C(=O)OC(C)(C)C (tert-butyl 1-piperazinecarboxylate), CN(C=O)C (N,N-dimethylformamide). Product: C(C)(C)(C)OC(=O)N1CCN(CC1)C=1C(N(N=C(C1C)C1=CC=CC=C1)CC(C)C)=O (4-(4-tert-butoxycarbonyl-1-piperazinyl)-methyl-2-isobutyl-6-phenyl-2H-pyridazin-3-one). Yield: 83.5%. As a reaction SMILES: [CH2:1]([N:5]1[C:10](=[O:11])[C:9](COS(C)(=O)=O)=[CH:8][C:7]([C:18]2[CH:23]=[CH:22][CH:21]=[CH:20][CH:19]=2)=[N:6]1)[CH:2]([CH3:4])[CH3:3].[N:24]1([C:30]([O:32][C:33]([CH3:36])([CH3:35])[CH3:34])=[O:31])[CH2:29][CH2:28][NH:27][CH2:26][CH2:25]1.[CH3:37]N(C)C=O>>[C:33]([O:32][C:30]([N:24]1[CH2:29][CH2:28][N:27]([C:9]2[C:10](=[O:11])[N:5]([CH2:1][CH:2]([CH3:3])[CH3:4])[N:6]=[C:7]([C:18]3[CH:19]=[CH:20][CH:21]=[CH:22][CH:23]=3)[C:8]=2[CH3:37])[CH2:26][CH2:25]1)=[O:31])([CH3:36])([CH3:35])[CH3:34]. Procedure: Following the procedure of Example 1(10), 2-isobutyl-4-methanesulfonyloxymethyl-6-phenyl-2H-pyridazin-3-one and tert-butyl 1-piperazinecarboxylate were reacted in N,N-dimethylformamide as a solvent to yield the title compound as a yellow oil (yield: 83.5%). The reactants are CCN(C(C)C)C(C)C, ClC(Cl)Cl, CN(C)C(=O)c1cc(-c2cnc3c(c2)c(Cc2cccc(Cl)c2)nn3COC(=O)C(C)(C)C)ccc1N, O=C(Cl)N1CCOCC1. Yields the product CN(C)C(=O)c1cc(-c2cnc3c(c2)c(Cc2cccc(Cl)c2)nn3COC(=O)C(C)(C)C)ccc1NC(=O)N1CCOCC1. RXN SMILES: [CH:47]([N:48]([CH:49]([CH3:50])[CH3:51])[CH2:52][CH3:53])([CH3:54])[CH3:55].[CH:56]([Cl:57])([Cl:58])[Cl:59].[NH2:1][c:2]1[c:3]([C:33]([N:34]([CH3:35])[CH3:36])=[O:37])[cH:4][c:5](-[c:8]2[cH:9][c:10]3[c:11]([n:12][cH:13]2)[n:14]([CH2:25][O:26][C:27]([C:28]([CH3:29])([CH3:30])[CH3:31])=[O:32])[n:15][c:16]3[CH2:17][c:18]2[cH:19][c:20]([Cl:24])[cH:21][cH:22][cH:23]2)[cH:6][cH:7]1.[O:38]1[CH2:39][CH2:40][N:41]([C:44](=[O:45])[Cl:46])[CH2:42][CH2:43]1>>[NH:1]([c:2]1[c:3]([C:33]([N:34]([CH3:35])[CH3:36])=[O:37])[cH:4][c:5](-[c:8]2[cH:9][c:10]3[c:11]([n:12][cH:13]2)[n:14]([CH2:25][O:26][C:27]([C:28]([CH3:29])([CH3:30])[CH3:31])=[O:32])[n:15][c:16]3[CH2:17][c:18]2[cH:19][c:20]([Cl:24])[cH:21][cH:22][cH:23]2)[cH:6][cH:7]1)[C:44]([N:41]1[CH2:40][CH2:39][O:38][CH2:43][CH2:42]1)=[O:45]. The reactants are CN(C)C=O, CS(=O)(=O)c1nn2c(-c3ccc(Cl)cc3)c(-c3ccccc3Cl)cnc2c1C(=O)NC1CCCC1, [N-]=[N+]=[N-], [Na+]. Product: [N-]=[N+]=Nc1nn2c(-c3ccc(Cl)cc3)c(-c3ccccc3Cl)cnc2c1C(=O)NC1CCCC1. As a reaction SMILES: [CH3:40][N:41]([CH3:42])[CH:43]=[O:44].[Cl:1][c:2]1[c:3](-[c:8]2[cH:9][n:10][c:11]3[n:12]([c:13]2-[c:14]2[cH:15][cH:16][c:17]([Cl:20])[cH:18][cH:19]2)[n:21][c:22]([S:32]([CH3:33])(=[O:34])=[O:35])[c:23]3[C:24]([NH:25][CH:26]2[CH2:27][CH2:28][CH2:29][CH2:30]2)=[O:31])[cH:4][cH:5][cH:6][cH:7]1.[N-:37]=[N+:38]=[N-:39].[Na+:36]>>[Cl:1][c:2]1[c:3](-[c:8]2[cH:9][n:10][c:11]3[n:12]([c:13]2-[c:14]2[cH:15][cH:16][c:17]([Cl:20])[cH:18][cH:19]2)[n:21][c:22]([N:37]=[N+:38]=[N-:39])[c:23]3[C:24]([NH:25][CH:26]2[CH2:27][CH2:28][CH2:29][CH2:30]2)=[O:31])[cH:4][cH:5][cH:6][cH:7]1.